Dataset: the Open Reaction Database (ORD), a public repository of structured organic reaction records. Task: describe an organic reaction: reactants, conditions, products, and yield Starting materials: COC=1C=CC2=C(CCN(C(N2)=O)C2CCN(CC2)C2=CC(=NC=N2)C(=O)O)C1 (6-[4-(7-methoxy-2-oxo-1,2,4,5-tetrahydro-1,3-benzodiazepin-3-yl)-piperidin-1-yl]-pyrimidine-4-carboxylic acid), CN(C)C(=[N+](C)C)ON1C2=C(C=CC=C2)N=N1.[B-](F)(F)(F)F (TBTU), FC1=CC=C2CCNC2=C1 (6-fluoro-2,3-dihydro-1H-indole), TEA. Solvent: CN(C)C=O (DMF). Conditions: time 1 hour. Yields the product FC1=CC=C2CCN(C2=C1)C(=O)C1=CC(=NC=N1)N1CCC(CC1)N1C(NC2=C(CC1)C=C(C=C2)OC)=O (3-{1-[6-(6-fluoro-2,3-dihydro-indole-1-carbonyl)-pyrimidin-4-yl]-piperidin-4-yl}-7-methoxy-1,3,4,5-tetrahydro-benzo[d][1,3]diazepin-2-one). RXN SMILES: [CH3:1][O:2][C:3]1[CH:4]=[CH:5][C:6]2[NH:12][C:11](=[O:13])[N:10]([CH:14]3[CH2:19][CH2:18][N:17]([C:20]4[N:25]=[CH:24][N:23]=[C:22]([C:26]([OH:28])=O)[CH:21]=4)[CH2:16][CH2:15]3)[CH2:9][CH2:8][C:7]=2[CH:29]=1.[F:30][C:31]1[CH:39]=[C:38]2[C:34]([CH2:35][CH2:36][NH:37]2)=[CH:33][CH:32]=1.CN(C(ON1N=NC2C=CC=CC1=2)=[N+](C)C)C.[B-](F)(F)(F)F>CN(C=O)C>[F:30][C:31]1[CH:39]=[C:38]2[C:34]([CH2:35][CH2:36][N:37]2[C:26]([C:22]2[N:23]=[CH:24][N:25]=[C:20]([N:17]3[CH2:18][CH2:19][CH:14]([N:10]4[CH2:9][CH2:8][C:7]5[CH:29]=[C:3]([O:2][CH3:1])[CH:4]=[CH:5][C:6]=5[NH:12][C:11]4=[O:13])[CH2:15][CH2:16]3)[CH:21]=2)=[O:28])=[CH:33][CH:32]=1 |f:2.3|. Procedure: 100 mg (0.25 mmol) 6-[4-(7-methoxy-2-oxo-1,2,4,5-tetrahydro-1,3-benzodiazepin-3-yl)-piperidin-1-yl]-pyrimidine-4-carboxylic acid and 35 mg (0.26 mmol) 6-fluoro-2,3-dihydro-1H-indole in 0.10 mL (0.71 mmol) TEA and 1.5 mL DMF were combined with 90 mg (0.28 mmol) TBTU and stirred for 1 h at RT. Then the reaction mixture was purified by preparative HPLC-MS. The product-containing fractions were combined and freeze-dried.